From a dataset of the Open Reaction Database (ORD), a public repository of structured organic reaction records. describe an organic reaction: reactants, conditions, products, and yield Starting materials: N(=[N+]=[N-])C[C@@H]1[C@@H](C(N1CC1=C(C=C(C=C1)OC)OC)=O)NC(CC1=CC=CC=C1)=O (cis-4-azidomethyl-1-(2,4-dimethoxybenzyl)-3-phenylacetamido-2-oxoazetidine), C(C)O (ethanol). The reagents and catalysts are [Pd] (palladium on charcoal). Conditions: temperature 0 celsius, time 1.5 hour. The product is C(C)(=O)NC[C@@H]1[C@@H](C(N1CC1=C(C=C(C=C1)OC)OC)=O)NC(CC1=CC=CC=C1)=O (cis- 4-acetamidomethyl-1-(2,4-dimethoxybenzyl)-3-phenylacetamido-2-oxoazetidine). RXN SMILES: [N:1]([CH2:4][C@H:5]1[N:8]([CH2:9][C:10]2[CH:15]=[CH:14][C:13]([O:16][CH3:17])=[CH:12][C:11]=2[O:18][CH3:19])[C:7](=[O:20])[C@H:6]1[NH:21][C:22](=[O:30])[CH2:23][C:24]1[CH:29]=[CH:28][CH:27]=[CH:26][CH:25]=1)=[N+]=[N-].[CH2:31]([OH:33])[CH3:32]>[Pd]>[C:31]([NH:1][CH2:4][C@H:5]1[N:8]([CH2:9][C:10]2[CH:15]=[CH:14][C:13]([O:16][CH3:17])=[CH:12][C:11]=2[O:18][CH3:19])[C:7](=[O:20])[C@H:6]1[NH:21][C:22](=[O:30])[CH2:23][C:24]1[CH:29]=[CH:28][CH:27]=[CH:26][CH:25]=1)(=[O:33])[CH3:32]. Procedure details: To a solution of 449 mg of cis-4-azidomethyl-1-(2,4-dimethoxybenzyl)-3-phenylacetamido-2-oxoazetidine in 80 ml of ethanol is added 200 mg of 10% palladium on charcoal, and the mixture is subjected to hydrogenation for 1.5 hours at room temperature and atmospheric pressure. The reaction mixture is filtered to remove the catalyst and the filtrate is concentrated to dryness in vacuo. The residue is taken up in 30 ml of methylene chloride. Under stirring at 0° C., 0.20 ml of triethylamine is added t... Yields the product C(\C=C/C(=O)O)(=O)O.CN(CCOC1=CC=C(C=C1)S(=O)(=O)CCNC(C)C)C (N-[2-[[4-[2-(Dimethylamino)ethoxy]phenyl]sulfonyl]ethyl]-2-propanamine maleate). Yield: 102.2%. Starting materials: [H-].[Na+] (sodium hydride), C(\C=C/C(=O)O)(=O)O (maleic acid), CN(C)CCO (2-(N,N-dimethylamino)ethanol), Cl.ClC1=CC=C(C=C1)S(=O)(=O)CCNC(C)C (N-[2-[(4-chlorophenyl)sulfonyl]ethyl]-1-methylethanamine hydrochloride). Reaction SMILES: [H-].[Na+].[CH3:3][N:4]([CH2:6][CH2:7][OH:8])[CH3:5].Cl.Cl[C:11]1[CH:16]=[CH:15][C:14]([S:17]([CH2:20][CH2:21][NH:22][CH:23]([CH3:25])[CH3:24])(=[O:19])=[O:18])=[CH:13][CH:12]=1.[C:26]([OH:33])(=[O:32])/[CH:27]=[CH:28]\[C:29]([OH:31])=[O:30]>CCCCCC.CS(C)=O>[C:26]([OH:33])(=[O:32])/[CH:27]=[CH:28]\[C:29]([OH:31])=[O:30].[CH3:3][N:4]([CH3:5])[CH2:6][CH2:7][O:8][C:11]1[CH:16]=[CH:15][C:14]([S:17]([CH2:20][CH2:21][NH:22][CH:23]([CH3:25])[CH3:24])(=[O:18])=[O:19])=[CH:13][CH:12]=1 |f:0.1,3.4,8.9|. The solvent is CCCCCC (hexane), CS(=O)C (dimethyl sulfoxide). Reported procedure: A mixture of 0.124 mole of sodium hydride (4.96 g of a 60% dispersion in oil; washed with hexane) and 13 g (0.146 mole) of 2-(N,N-dimethylamino)ethanol in 400 ml of dimethyl sulfoxide was stirred at room temperature and under an atmosophere of nitrogen for approximately 0.5 hr. To this solution was added 15.4 g (0.0519 mole) of N-[2-[(4-chlorophenyl)sulfonyl]ethyl]-1-methylethanamine hydrochloride [1:1] (from Preparation 23), and the mixture was stirred at 80°-100° C. for approximately 2 hr. The... Run at time 0.5 hour. Run in O (water). The reactants are C(C)(C)(C)C1=C(C(=CC=C1)C)O (2-t-butyl-6-methylphenol), C([O-])([O-])=O.[Na+].[Na+] (Sodium carbonate), [OH-].[Na+] (sodium hydroxide), COS(=O)(=O)OC (dimethylsulfate). As a reaction SMILES: [C:1]([C:5]1[CH:10]=[CH:9][CH:8]=[C:7]([CH3:11])[C:6]=1[OH:12])([CH3:4])([CH3:3])[CH3:2].[OH-].[Na+].[CH3:15]OS(OC)(=O)=O.C(=O)([O-])[O-].[Na+].[Na+]>O>[C:1]([C:5]1[C:6]([O:12][CH3:15])=[C:7]([CH3:11])[CH:8]=[CH:9][CH:10]=1)([CH3:4])([CH3:3])[CH3:2] |f:1.2,4.5.6|. Reported procedure: A mixture of 0.12 mole of 2-t-butyl-6-methylphenol and 12.0 ml. of 10.0 N sodium hydroxide solution is stirred and heated on the steam bath for 1 hour. The water is evaporated in vacuo. The residue is added portion-wise with stirring to 0.24 mole of dimethylsulfate and the mixture is stirred at 95° C. for 6 hours and at room temperature for 15 hours. Sodium carbonate (0.25 mole) in 100 ml. of water is added and stirring is continued for 5 hours. The mixture is extracted with 3 × 100 ml. of ether... Reaction conditions: temperature 95 celsius, time 15 hour. The product is C(C)(C)(C)C=1C(=C(C=CC1)C)OC (3-t-butyl-2-methoxytoluene). Starting materials: Cc1cc2ncccc2cc1Br, C1COCCO1, Cl, [K+], O=C(C=Cc1ccccc1)C=Cc1ccccc1, O=C(C=Cc1ccccc1)C=Cc1ccccc1, O=C(C=Cc1ccccc1)C=Cc1ccccc1, [OH-], O, [Pd], [Pd]. Product: Cc1cc2ncccc2cc1O. As a reaction SMILES: [Br:1][c:2]1[cH:3][c:4]2[cH:5][cH:6][cH:7][n:8][c:9]2[cH:10][c:11]1[CH3:12].[CH2:73]1[O:74][CH2:75][CH2:76][O:77][CH2:78]1.[ClH:16].[K+:14].[O:19]=[C:20]([CH:21]=[CH:22][c:23]1[cH:24][cH:25][cH:26][cH:27][cH:28]1)[CH:29]=[CH:30][c:31]1[cH:32][cH:33][cH:34][cH:35][cH:36]1.[O:37]=[C:38]([CH:39]=[CH:40][c:41]1[cH:42][cH:43][cH:44][cH:45][cH:46]1)[CH:47]=[CH:48][c:49]1[cH:50][cH:51][cH:52][cH:53][cH:54]1.[O:55]=[C:56]([CH:57]=[CH:58][c:59]1[cH:60][cH:61][cH:62][cH:63][cH:64]1)[CH:65]=[CH:66][c:67]1[cH:68][cH:69][cH:70][cH:71][cH:72]1.[OH-:13].[OH2:15].[Pd:17].[Pd:18]>>[c:2]1([OH:13])[cH:3][c:4]2[cH:5][cH:6][cH:7][n:8][c:9]2[cH:10][c:11]1[CH3:12]. Starting materials: NC=1SC=C(N1)C(C(=O)OCC)=O (ethyl 2-aminothiazol-4-ylglyoxylate), C=1(C(=CC=CC1C)C)N=C=O (2,6-xylyl isocyanate). The solvent is CN(C=O)C (dimethylformamide). The product is C1(=C(C=CC=C1C)C)NC(NC=1SC=C(N1)C(C(=O)OCC)=O)=O (Ethyl 2-[3-(2,6-xylyl)ureido]thiazol-4-ylglyoxylate). As a reaction SMILES: [NH2:1][C:2]1[S:3][CH:4]=[C:5]([C:7](=[O:13])[C:8]([O:10][CH2:11][CH3:12])=[O:9])[N:6]=1.[C:14]1([N:22]=[C:23]=[O:24])[C:15]([CH3:21])=[CH:16][CH:17]=[CH:18][C:19]=1[CH3:20]>CN(C)C=O>[C:14]1([NH:22][C:23](=[O:24])[NH:1][C:2]2[S:3][CH:4]=[C:5]([C:7](=[O:13])[C:8]([O:10][CH2:11][CH3:12])=[O:9])[N:6]=2)[C:15]([CH3:21])=[CH:16][CH:17]=[CH:18][C:19]=1[CH3:20]. Procedure details: Following a procedure similar to that described in Preparation 1, the desired compound was prepared from 5 g of ethyl 2-aminothiazol-4-ylglyoxylate, 5.5 g of 2,6-xylyl isocyanate and 30 ml of dimethylformamide. The resulting product was a pale yellow powder having the following physical properties. Starting materials: CCCOC(=NC#N)c1ccc(N)nc1, CO, NCCc1ccccc1Cl, CN(C)C=O. Yields the product N#Cc1ccc(N)nc1. As a reaction SMILES: [C:1]([N:3]=[C:4]([O:2][CH2:5][CH2:6][CH3:7])[c:9]1[cH:10][n:11][c:12]([NH2:15])[cH:13][cH:14]1)#[N:8].[CH3:26][OH:27].[Cl:16][c:17]1[cH:18][cH:19][cH:20][cH:21][c:22]1[CH2:23][CH2:24][NH2:25].[O:28]=[CH:29][N:30]([CH3:31])[CH3:32]>>[N:3]#[C:4][c:9]1[cH:10][n:11][c:12]([NH2:15])[cH:13][cH:14]1. Starting materials: S1C(=NC=C1)NC(P(O)(=O)O)P(O)(=O)O (1-(thiazol-2-ylamino)methane-1,1-diphosphonic acid), [OH-].[Na+] (sodium hydroxide). Run in O (water). The product is S1C(=NC=C1)NC(P([O-])(=O)[O-])P(O)(=O)O.[Na+].[Na+] (disodium 1-(thiazol-2-ylamino)methane-1,1-diphosphonate). As a reaction SMILES: [S:1]1[CH:5]=[CH:4][N:3]=[C:2]1[NH:6][CH:7]([P:12]([OH:15])(=[O:14])[OH:13])[P:8]([OH:11])(=[O:10])[OH:9].[OH-].[Na+:17]>O>[S:1]1[CH:5]=[CH:4][N:3]=[C:2]1[NH:6][CH:7]([P:8]([OH:11])(=[O:9])[OH:10])[P:12]([O-:14])(=[O:13])[O-:15].[Na+:17].[Na+:17] |f:1.2,4.5.6|. Procedure: 2.74 g of 1-(thiazol-2-ylamino)methane-1,1-diphosphonic acid (example 1 ) are suspended in 10 ml of water. While stirring, 10 ml of 2N aqueous sodium hydroxide solution are added dropwise to the suspension. The resulting solution is evaporated to dryness. 40 ml of methanol are added to the resulting viscous residue and the mixture is stirred thoroughly. The resulting crystalline precipitate is filtered off and dried, yielding the disodium 1-(thiazol-2-ylamino)methane-1,1-diphosphonate of the for... The reactants are [OH-].[Na+] (sodium hydroxide), FC1=CC=C(C=C1)[C@@H](CCCCCC(=O)OC)C1=C(C(=C(C(=C1O)C)C)C=O)C (methyl (R)-7-(4-fluorophenyl)-7-(3-formyl-6-hydroxy-2,4,5-trimethylphenyl)heptanoate), Cl (hydrochloric acid). Solvent: O1CCCC1 (tetrahydrofuran). Reaction conditions: time 14 hour. Product: FC1=CC=C(C=C1)[C@@H](CCCCCC(=O)O)C1=C(C(=C(C(=C1O)C)C)C=O)C ((R)-7-(4-fluorophenyl)-7-(3-formyl-6-hydroxy-2,4,5-trimethylphenyl)heptanoic acid). The yield is 90.6%. Reaction SMILES: [F:1][C:2]1[CH:7]=[CH:6][C:5]([C@H:8]([C:18]2[C:23]([OH:24])=[C:22]([CH3:25])[C:21]([CH3:26])=[C:20]([CH:27]=[O:28])[C:19]=2[CH3:29])[CH2:9][CH2:10][CH2:11][CH2:12][CH2:13][C:14]([O:16]C)=[O:15])=[CH:4][CH:3]=1.[OH-].[Na+].Cl>O1CCCC1>[F:1][C:2]1[CH:3]=[CH:4][C:5]([C@H:8]([C:18]2[C:23]([OH:24])=[C:22]([CH3:25])[C:21]([CH3:26])=[C:20]([CH:27]=[O:28])[C:19]=2[CH3:29])[CH2:9][CH2:10][CH2:11][CH2:12][CH2:13][C:14]([OH:16])=[O:15])=[CH:6][CH:7]=1 |f:1.2|. Procedure: To a solution of methyl (R)-7-(4-fluorophenyl)-7-(3-formyl-6-hydroxy-2,4,5-trimethylphenyl)heptanoate (0.55 g, 1.4 mmol) in tetrahydrofuran (6 ml) was added, under argon atmosphere, 1N sodium hydroxide (2.9 ml). The mixture was stirred for 14 hours at room temperature, to which was added 1N hydrochloric acid (2.9 ml), followed by extraction with ethyl acetate. The organic layer was washed with water and a saturated aqueous saline solution, which was dried over magnesium sulfate. The solvent was ... Solvent: O1CCOCC1 (dioxane), O (water). Conditions: time 1.5 hour. The reactants are C(C)OC(C(C(=O)OCC)N)=O (2-aminomalonic acid diethyl ester), C(O)([O-])=O.[K+] (potassium hydrogen carbonate), C(C1=CC=CC=C1)OC(=O)Cl (benzylchloroformate). Yields the product C(C)OC(C(C(=O)OCC)NC(=O)OCC1=CC=CC=C1)=O (2-Benzyloxycarbonylaminopropanedioic acid diethylester). Reaction SMILES: [CH2:1]([O:3][C:4](=[O:12])[CH:5]([NH2:11])[C:6]([O:8][CH2:9][CH3:10])=[O:7])[CH3:2].C(=O)([O-])O.[K+].[CH2:18]([O:25][C:26](Cl)=[O:27])[C:19]1[CH:24]=[CH:23][CH:22]=[CH:21][CH:20]=1>O1CCOCC1.O>[CH2:9]([O:8][C:6](=[O:7])[CH:5]([NH:11][C:26]([O:25][CH2:18][C:19]1[CH:24]=[CH:23][CH:22]=[CH:21][CH:20]=1)=[O:27])[C:4]([O:3][CH2:1][CH3:2])=[O:12])[CH3:10] |f:1.2|. Reported procedure: To a solution of 2-aminomalonic acid diethyl ester (10.0 g) in dioxane (60 ml) and water (36 ml), potassium hydrogen carbonate (10.4 g) was added. After completion of the effervescence benzylchloroformate (7.4 ml) was added. The mixture was stirred at 23° for 1.5 h then it was concentrated under reduced pressure, taken up with diethyl ether (400 ml) and washed with 5% HCl (50 ml) and brine (50 ml). The organic layer was dried over sodium sulphate and concentrated in vacuo to give the title compo...